This data is from the Open Reaction Database (ORD), a public repository of structured organic reaction records. The task is: describe an organic reaction: reactants, conditions, products, and yield Reactants: CC=1C=C2CC(NC2=CC1)=O (5-methyl-2-oxindole), CC(=O)[O-].[Na+] (NaOAc), C(C)(=O)O (acetic acid), ice water. Product: CO.O(C(C)C)C(C)C (CH3OH iso-Pr2O). RXN SMILES: CC1C=C2[C:8](=[CH:9][CH:10]=1)N[C:6](=[O:11])C2.[CH3:12][C:13]([O-:15])=O.[Na+].[C:17](O)(=O)C>>[CH3:6][OH:11].[O:15]([CH:9]([CH3:8])[CH3:10])[CH:13]([CH3:12])[CH3:17] |f:1.2,4.5|. Reported procedure: A mixture of 5-methyl-2-oxindole (2.94 g, 0.02 mol), 3,5-di-tertiary-butyl-4-hydroxybenzoldehyde (4.68 g, 0.02 mol), and anyydrous NaOAc (5.75 g, 0.07 mol) in glacial acetic acid (100 mL) was heated to reflux for 18 hours. The cooled reaction mixture was poured into ice-water mixture when a yellow product precipitated out. It was recrystallized from CH2Cl2 --CH3OH-iso-Pr2O to give the analytical sample. Yield 2.16 g (28.7%), mp 230°-234° C. Starting materials: CCn1cc(C(=O)O)cc(Cl)c1=O, CC(N)C(N)(c1ccc(F)cc1)c1ccc(F)nc1. Product: CCn1cc(C2=NC(c3ccc(F)cc3)(c3ccc(F)nc3)C(C)N2)cc(Cl)c1=O. RXN SMILES: [Cl:20][c:21]1[c:22](=[O:32])[n:23]([CH2:30][CH3:31])[cH:24][c:25]([C:27]([OH:28])=[O:29])[cH:26]1.[F:1][c:2]1[cH:3][cH:4][c:5]([C:8]([CH:9]([CH3:10])[NH2:11])([NH2:12])[c:13]2[cH:14][n:15][c:16]([F:19])[cH:17][cH:18]2)[cH:6][cH:7]1>>[F:1][c:2]1[cH:3][cH:4][c:5]([C:8]2([c:13]3[cH:14][n:15][c:16]([F:19])[cH:17][cH:18]3)[CH:9]([CH3:10])[NH:11][C:27]([c:25]3[cH:24][n:23]([CH2:30][CH3:31])[c:22](=[O:32])[c:21]([Cl:20])[cH:26]3)=[N:12]2)[cH:6][cH:7]1. Reactants: NCCN1N=C2N=C(C(=C(C2=C1)C1=CC=C(C=C1)F)C1=CC=NC=C1)C1=CC=C(C=C1)F (2-(2-Aminoethyl)-4,6-bis(4-fluorophenyl)-5-(4-pyridyl)pyrazolo[3,4-b]pyridine), ClCC(=O)Cl (chloroacetyl chloride). Product: FC1=CC=C(C=C1)C=1C=2C(N=C(C1C1=CC=NC=C1)C1=CC=C(C=C1)F)=NN(C2)CCNC(CCl)=O (N-[2-[4,6-Bis(4-fluorophenyl)-5-(4-pyridyl)pyrazolo[3,4-b]pyridin-2-yl]ethyl]-2-chloroacetamide). RXN SMILES: [NH2:1][CH2:2][CH2:3][N:4]1[CH:12]=[C:11]2[C:6]([N:7]=[C:8]([C:26]3[CH:31]=[CH:30][C:29]([F:32])=[CH:28][CH:27]=3)[C:9]([C:20]3[CH:25]=[CH:24][N:23]=[CH:22][CH:21]=3)=[C:10]2[C:13]2[CH:18]=[CH:17][C:16]([F:19])=[CH:15][CH:14]=2)=[N:5]1.[Cl:33][CH2:34][C:35](Cl)=[O:36]>>[F:19][C:16]1[CH:17]=[CH:18][C:13]([C:10]2[C:11]3[C:6](=[N:5][N:4]([CH2:3][CH2:2][NH:1][C:35](=[O:36])[CH2:34][Cl:33])[CH:12]=3)[N:7]=[C:8]([C:26]3[CH:27]=[CH:28][C:29]([F:32])=[CH:30][CH:31]=3)[C:9]=2[C:20]2[CH:25]=[CH:24][N:23]=[CH:22][CH:21]=2)=[CH:14][CH:15]=1. Reported procedure: Following a similar procedure to that described in reference example 1 section a, but starting from 2-(2-aminoethyl)-4,6-bis(4-fluorophenyl)-5-(4-pyridyl)pyrazolo[3,4-b]pyridine (obtained in example 90) and chloroacetyl chloride, the title compound was obtained. Starting materials: COc1cc(N=C=O)cc(OC)c1OC, Cn1nc(C2CCN(CC(O)c3ccccc3)CC2)c2ccc(F)cc21. Product: COc1cc(NC(=O)OC(CN2CCC(c3nn(C)c4cc(F)ccc34)CC2)c2ccccc2)cc(OC)c1OC. As a reaction SMILES: [CH3:27][O:28][c:29]1[cH:30][c:31]([N:39]=[C:40]=[O:41])[cH:32][c:33]([O:37][CH3:38])[c:34]1[O:35][CH3:36].[OH:1][CH:2]([CH2:3][N:4]1[CH2:5][CH2:6][CH:7]([c:10]2[n:11][n:12]([CH3:20])[c:13]3[cH:14][c:15]([F:19])[cH:16][cH:17][c:18]23)[CH2:8][CH2:9]1)[c:21]1[cH:22][cH:23][cH:24][cH:25][cH:26]1>>[O:1]([CH:2]([CH2:3][N:4]1[CH2:5][CH2:6][CH:7]([c:10]2[n:11][n:12]([CH3:20])[c:13]3[cH:14][c:15]([F:19])[cH:16][cH:17][c:18]23)[CH2:8][CH2:9]1)[c:21]1[cH:22][cH:23][cH:24][cH:25][cH:26]1)[C:40]([NH:39][c:31]1[cH:30][c:29]([O:28][CH3:27])[c:34]([O:35][CH3:36])[c:33]([O:37][CH3:38])[cH:32]1)=[O:41]. Starting materials: FC(C=1C=C(C=C(C1)C(F)(F)F)C1(CN(CC1)C=1C=C2CCC(C2=CC1)NC(CC)=O)C(F)(F)F)(F)F (N-(5-{3-[3,5-bis(trifluoromethyl)phenyl]-3-(trifluoromethyl)pyrrolidin-1-yl}-2,3-dihydro-1H-inden-1-yl)propanamide), C(C)OC(C)=O (ethylacetate), C(O)([O-])=O.[Na+] (sodium hydrogencarbonate). Reagents/catalysts: N1=C(C=CC=C1)C(=O)[O-].[Ag+2].N1=C(C=CC=C1)C(=O)[O-] (silver-(II)2-pyridinecarboxylate). Run in O (water), C(C)#N (acetonitrile), FC(C(=O)O)(F)F (trifluoroacetic acid). Product: FC(C=1C=C(C=C(C1)C(F)(F)F)C1(C(N(CC1)C=1C=C2CCC(C2=CC1)NC(CC)=O)O)C(F)(F)F)(F)F (N-(5-{3-[3,5-bis(trifluoromethyl)phenyl]-2-hydroxy-3-(trifluoromethyl)pyrrolidin-1-yl}-2,3-dihydro-1H-inden-1-yl)propanamide). The yield is 5.8%. Reaction SMILES: [F:1][C:2]([F:37])([F:36])[C:3]1[CH:4]=[C:5]([C:13]2([C:32]([F:35])([F:34])[F:33])[CH2:17][CH2:16][N:15]([C:18]3[CH:19]=[C:20]4[C:24](=[CH:25][CH:26]=3)[CH:23]([NH:27][C:28](=[O:31])[CH2:29][CH3:30])[CH2:22][CH2:21]4)[CH2:14]2)[CH:6]=[C:7]([C:9]([F:12])([F:11])[F:10])[CH:8]=1.C([O:40]C(=O)C)C.C(=O)([O-])O.[Na+]>O.C(#N)C.FC(F)(F)C(O)=O.N1C=CC=CC=1C([O-])=O.[Ag+2].N1C=CC=CC=1C([O-])=O>[F:37][C:2]([F:36])([F:1])[C:3]1[CH:4]=[C:5]([C:13]2([C:32]([F:35])([F:34])[F:33])[CH2:17][CH2:16][N:15]([C:18]3[CH:19]=[C:20]4[C:24](=[CH:25][CH:26]=3)[CH:23]([NH:27][C:28](=[O:31])[CH2:29][CH3:30])[CH2:22][CH2:21]4)[CH:14]2[OH:40])[CH:6]=[C:7]([C:9]([F:10])([F:12])[F:11])[CH:8]=1 |f:2.3,7.8.9|. Reported procedure: 131 mg (0.243 mmole) N-(5-{3-[3,5-bis(trifluoromethyl)phenyl]-3-(trifluoromethyl)pyrrolidin-1-yl}-2,3-dihydro-1H-inden-1-yl)propanamide (Ex. No. (II-a-963), known from WO 2010/043315, Table 6, Ex. No. 273) was dissolved in a solution of 0.6 ml water, 6 ml acetonitrile and 1.2 ml trifluoroacetic acid. At 0° C. 86 mg (0.243 mmole) silver-(II)2-pyridinecarboxylate were added in small portions until the solution has been discoloured. Immediately after decolourization ethylacetate and sodium hydrogen... The reactants are C(C1=CC=CC=C1)N1CC(CCC1)=CCCC#N (4-(1-benzylpiperidin-3-ylidene)-butyronitrile), [H][H] (hydrogen). The reagents and catalysts are [Ni] (Raney-Nickel). Run in C(C)O (ethanol). Yields the product C(C1=CC=CC=C1)N1CC(CCC1)=CCCCN (4-(1-Benzylpiperidin-3-ylidene)-butylamine). RXN SMILES: [CH2:1]([N:8]1[CH2:13][CH2:12][CH2:11][C:10](=[CH:14][CH2:15][CH2:16][C:17]#[N:18])[CH2:9]1)[C:2]1[CH:7]=[CH:6][CH:5]=[CH:4][CH:3]=1.[H][H]>C(O)C.[Ni]>[CH2:1]([N:8]1[CH2:13][CH2:12][CH2:11][C:10](=[CH:14][CH2:15][CH2:16][CH2:17][NH2:18])[CH2:9]1)[C:2]1[CH:7]=[CH:6][CH:5]=[CH:4][CH:3]=1. Reported procedure: 8.0 g (33.3 mmol) 4-(1-benzylpiperidin-3-ylidene)-butyronitrile are dissolved in 80 ml ethanol and added to a spatula tip of Raney-Nickel. The mixture is stirred under hydrogen atmosphere until consumption of the theoretical amount of hydrogen to be taken up (ca. 5 days). The mixture is filtered from the catalyst and the solvent is removed under vacuum. The residue is chromatographically purified Voice over silica gel with CHCl3/CH3OH/NH4OH (90/10/1). After drawing off the solvent, a colorless o...